From a dataset of the Open Reaction Database (ORD), a public repository of structured organic reaction records. describe an organic reaction: reactants, conditions, products, and yield Reactants: NC1=CC2=C(C(NC(CC2)=O)(C)C)C=C1 (7-amino-1,1-dimethyl-1,2,4,5-tetrahydrobenzo[c]azepin-3-one), ClC1=NC=C(C(=N1)NC1=C(C(=O)NC)C=CC=C1F)Cl (2-(2,5-dichloropyrimidin-4-ylamino)-3-fluoro-N-methylbenzamide). Reagents/catalysts: Cl.O1CCOCC1 (HCl dioxane). The solvent is CC(C)O (IPA). Run at temperature 120 celsius. Yields the product NC(CCC=1C=C(C=CC1C(=C)C)NC1=NC=C(C(=N1)NC1=C(C(=O)NC)C=CC=C1F)Cl)=O (2-(2-(3-(3-amino-3-oxopropyl)-4-(prop-1-en-2-yl)phenylamino)-5-chloropyrimidin-4-ylamino)-3-fluoro-N-methylbenzamide). RXN SMILES: [NH2:1][C:2]1[CH:15]=[CH:14][C:5]2[C:6]([CH3:13])([CH3:12])[NH:7][C:8](=[O:11])[CH2:9][CH2:10][C:4]=2[CH:3]=1.Cl[C:17]1[N:22]=[C:21]([NH:23][C:24]2[C:33]([F:34])=[CH:32][CH:31]=[CH:30][C:25]=2[C:26]([NH:28][CH3:29])=[O:27])[C:20]([Cl:35])=[CH:19][N:18]=1>Cl.O1CCOCC1.CC(O)C>[NH2:7][C:8](=[O:11])[CH2:9][CH2:10][C:4]1[CH:3]=[C:2]([NH:1][C:17]2[N:22]=[C:21]([NH:23][C:24]3[C:33]([F:34])=[CH:32][CH:31]=[CH:30][C:25]=3[C:26]([NH:28][CH3:29])=[O:27])[C:20]([Cl:35])=[CH:19][N:18]=2)[CH:15]=[CH:14][C:5]=1[C:6]([CH3:13])=[CH2:12] |f:2.3|. Procedure details: A mixture of 7-amino-1,1-dimethyl-1,2,4,5-tetrahydrobenzo[c]azepin-3-one (40 mg), 2-(2,5-dichloropyrimidin-4-ylamino)-3-fluoro-N-methylbenzamide (50 mg), and 2 drops of 4 N HCl/dioxane in IPA (3 mL) were microwave-heated at 120° C. for 1.5 hours. The mixture was concentrated to afford crude 2-(2-(3-(3-amino-3-oxopropyl)-4-(prop-1-en-2-yl)phenylamino)-5-chloropyrimidin-4-ylamino)-3-fluoro-N-methylbenzamide. The crude mixture was stirred for 4 hours in TFA and concentrated. Purification by semi-pr... Starting materials: BrC1=NN(C2=NC(=NC=C21)SC)C (3-bromo-1-methyl-6-methylsulfanyl-1H-pyrazolo[3,4-d]pyrimidine), C([O-])([O-])=O.[K+].[K+] (potassium carbonate), CC1(OB(OC1(C)C)C1=CC=C(N)C=C1)C (4-(4,4,5,5-tetramethyl-1,3,2-dioxaborolan-2-yl)aniline). The reagents and catalysts are C=1C=CC(=CC1)[P](C=2C=CC=CC2)(C=3C=CC=CC3)[Pd]([P](C=4C=CC=CC4)(C=5C=CC=CC5)C=6C=CC=CC6)([P](C=7C=CC=CC7)(C=8C=CC=CC8)C=9C=CC=CC9)[P](C=1C=CC=CC1)(C=1C=CC=CC1)C=1C=CC=CC1 (tetrakis(triphenylphosphine)palladium). Run in O1CCOCC1 (dioxane), O (H2O), O (water). Run at time 3 hour. Product: CN1N=C(C=2C1=NC(=NC2)SC)C2=CC=C(C=C2)N (4-(1-methyl-6-methylsulfanyl-1H-pyrazolo[3,4-d]pyrimidin-3-yl)-phenylamine). Yield: 61.2%. RXN SMILES: Br[C:2]1[C:10]2[C:5](=[N:6][C:7]([S:11][CH3:12])=[N:8][CH:9]=2)[N:4]([CH3:13])[N:3]=1.C(=O)([O-])[O-].[K+].[K+].CC1(C)C(C)(C)OB([C:28]2[CH:34]=[CH:33][C:31]([NH2:32])=[CH:30][CH:29]=2)O1>O1CCOCC1.O.C1C=CC([P]([Pd]([P](C2C=CC=CC=2)(C2C=CC=CC=2)C2C=CC=CC=2)([P](C2C=CC=CC=2)(C2C=CC=CC=2)C2C=CC=CC=2)[P](C2C=CC=CC=2)(C2C=CC=CC=2)C2C=CC=CC=2)(C2C=CC=CC=2)C2C=CC=CC=2)=CC=1>[CH3:13][N:4]1[C:5]2=[N:6][C:7]([S:11][CH3:12])=[N:8][CH:9]=[C:10]2[C:2]([C:28]2[CH:34]=[CH:33][C:31]([NH2:32])=[CH:30][CH:29]=2)=[N:3]1 |f:1.2.3,^1:46,48,67,86|. Procedure details: To a solution of 3-bromo-1-methyl-6-methylsulfanyl-1H-pyrazolo[3,4-d]pyrimidine (2.6 g, 10 mmol) in dioxane (40 mL) and H2O (20 mL) was added anhydrous potassium carbonate (4.14 g, 30 mmol, 3 eq), followed by 4-(4,4,5,5-tetramethyl-1,3,2-dioxaborolan-2-yl)aniline (3.28 g, 15 mmol, 1.5 eq). The reaction mixture was degassed and tetrakis(triphenylphosphine)palladium (58 mg, 0.5 mmol, 0.05 eq) was added. The system was then heated under reflux for 24 hours and cooled to room temperature. The mixtur... Starting materials: chromic anhydride, C1(=CC=CC=C1)C1=NC2=CC=CC=C2C(=C1)OCCCCO (4-[(2-phenyl-4-quinolyl)oxy]butanol), C(C)O (Ethanol). The solvent is C(C)(=O)O (acetic acid), C(C)(=O)O (acetic acid). Reaction conditions: time 1 hour. Product: C1(=CC=CC=C1)C1=NC2=CC=CC=C2C(=C1)OCCCC(=O)O (4-[(2-Phenyl-4-quinolyl)oxy]butanoic acid). Reaction SMILES: [C:1]1([C:7]2[CH:16]=[C:15]([O:17][CH2:18][CH2:19][CH2:20][CH2:21][OH:22])[C:14]3[C:9](=[CH:10][CH:11]=[CH:12][CH:13]=3)[N:8]=2)[CH:6]=[CH:5][CH:4]=[CH:3][CH:2]=1.C([OH:25])C>C(O)(=O)C>[C:1]1([C:7]2[CH:16]=[C:15]([O:17][CH2:18][CH2:19][CH2:20][C:21]([OH:25])=[O:22])[C:14]3[C:9](=[CH:10][CH:11]=[CH:12][CH:13]=3)[N:8]=2)[CH:2]=[CH:3][CH:4]=[CH:5][CH:6]=1. Procedure: A solution of 4-[(2-phenyl-4-quinolyl)oxy]butanol (2.20 g) in glacial acetic acid (10 cc) is added slowly to a solution, cooled to 5° C., of chromic anhydride (2.25 g) in 90% strength acetic acid (5 cc). The temperature is allowed to rise to approximately 20° C., and the mixture is then stirred for one hour at this temperature. Ethanol (50 cc) is then added, the solvents are evaporated off under reduced pressure, the residue is taken up with water (100 cc) and the insoluble material is drained a... Starting materials: CCCO, CCN(CC)c1ccc(C#N)cn1, Cl. The product is CCCOC(=N)c1ccc(N(CC)CC)nc1. Reaction SMILES: [CH2:15]([CH2:16][CH3:17])[OH:18].[CH2:1]([CH3:2])[N:3]([c:4]1[cH:5][cH:6][c:7]([C:10]#[N:11])[cH:8][n:9]1)[CH2:12][CH3:13].[ClH:14]>>[CH2:1]([CH3:2])[N:3]([c:4]1[cH:5][cH:6][c:7]([C:10](=[NH:11])[O:18][CH2:15][CH2:16][CH3:17])[cH:8][n:9]1)[CH2:12][CH3:13]. Run at temperature 0 celsius, time 10 minute. Procedure details: To a 0° C. solution of butyl 1-[(4-cyclohexylphenyl)amino]indane-5-carboxylate (0.50 g, 1.27 mmol) and DIEA (0.33 mL, 1.90 mmol) in dry dichloromethane (15 mL) was added thiophosgene (0.10 mL, 1.34 mmol) slowly. After stirring at 0° C. for 10 min and then at room temperature for 1 h, a solution of N-methylbenzene-1,2-diamine (0.23 g, 1.90 mmol) and DIEA (0.33 mL, 1.90 mmol) in dry dichloromethane (5 mL) was added. The reaction mixture was stirred for 1 h at room temperature and then diluted with... The solvent is ClCCl (dichloromethane), ClCCl (dichloromethane), ClCCl (dichloromethane). The reactants are CNC=1C(=CC=CC1)N (N-methylbenzene-1,2-diamine), CCN(C(C)C)C(C)C (DIEA), C1(CCCCC1)C1=CC=C(C=C1)NC1CCC2=CC(=CC=C12)C(=O)OCCCC (butyl 1-[(4-cyclohexylphenyl)amino]indane-5-carboxylate), CCN(C(C)C)C(C)C (DIEA), C(=S)(Cl)Cl (thiophosgene), Cl (HCl). Yields the product C1(CCCCC1)C1=CC=C(C=C1)N(C1CCC2=CC(=CC=C12)C(=O)OCCCC)C1=NC2=C(N1C)C=CC=C2 (butyl 1-[(4-cyclohexylphenyl)(1-methyl-1H-benzimidazol-2-yl)amino]indane-5-carboxylate). Reaction SMILES: [CH:1]1([C:7]2[CH:12]=[CH:11][C:10]([NH:13][CH:14]3[C:22]4[C:17](=[CH:18][C:19]([C:23]([O:25][CH2:26][CH2:27][CH2:28][CH3:29])=[O:24])=[CH:20][CH:21]=4)[CH2:16][CH2:15]3)=[CH:9][CH:8]=2)[CH2:6][CH2:5][CH2:4][CH2:3][CH2:2]1.[CH3:30]CN(C(C)C)C(C)C.C(Cl)(Cl)=S.[CH3:43][NH:44][C:45]1[C:46]([NH2:51])=[CH:47][CH:48]=[CH:49][CH:50]=1.Cl>ClCCl>[CH:1]1([C:7]2[CH:8]=[CH:9][C:10]([N:13]([C:43]3[N:51]([CH3:30])[C:46]4[CH:47]=[CH:48][CH:49]=[CH:50][C:45]=4[N:44]=3)[CH:14]3[C:22]4[C:17](=[CH:18][C:19]([C:23]([O:25][CH2:26][CH2:27][CH2:28][CH3:29])=[O:24])=[CH:20][CH:21]=4)[CH2:16][CH2:15]3)=[CH:11][CH:12]=2)[CH2:2][CH2:3][CH2:4][CH2:5][CH2:6]1. Reactants: ClC=1C(=C(C(=O)O)C=CC1)[N+](=O)[O-] (3-chloro-2-nitrobenzoic acid), C(C(=O)Cl)(=O)Cl (oxalyl chloride), solution, C1(=CC(=CC=C1)[Mg]Br)C (m-tolylmagnesium bromide), CN(C)C=O (DMF), C1(=CC(=CC=C1)[Mg]Br)C (m-tolylmagnesium bromide). Run in O1CCCC1 (tetrahydrofuran). Run at time 2 hour. The product is ClC=1C(=C(C=CC1)C(=O)C=1C=C(C=CC1)C)[N+](=O)[O-] ((3-Chloro-2-nitrophenyl)(m-tolyl)methanone). As a reaction SMILES: [Cl:1][C:2]1[C:3]([N+:11]([O-:13])=[O:12])=[C:4]([CH:8]=[CH:9][CH:10]=1)[C:5]([OH:7])=O.C(Cl)(=O)C(Cl)=O.CN(C=O)C.[C:25]1([CH3:33])[CH:30]=[CH:29][CH:28]=[C:27]([Mg]Br)[CH:26]=1>O1CCCC1>[Cl:1][C:2]1[C:3]([N+:11]([O-:13])=[O:12])=[C:4]([C:5]([C:27]2[CH:26]=[C:25]([CH3:33])[CH:30]=[CH:29][CH:28]=2)=[O:7])[CH:8]=[CH:9][CH:10]=1. Reported procedure: A solution of 3-chloro-2-nitrobenzoic acid (2.5 g, 12.40 mmol) in tetrahydrofuran (50 mL) was treated with oxalyl chloride (1.194 mL, 13.64 mmol) followed by DMF (0.096 mL, 1.240 mmol). The reaction mixture was stirred at room temperature for 2 hrs. After cooling to 0° C., a 1M solution of m-tolylmagnesium bromide (24.81 mL, 24.81 mmol) was added. After 1 hr another portion of m-tolylmagnesium bromide (24.81 mL, 24.81 mmol) was added. After 1 hour, the reaction mixture was partitioned between et... As a reaction SMILES: [C:1]([NH:4][CH:5]1[CH2:10][CH2:9][O:8][C:6]1=[O:7])(=[O:3])[CH3:2].[CH3:11][SH:12]>>[C:1]([NH:4][C@H:5]([C:6]([OH:8])=[O:7])[CH2:10][CH2:9][S:12][CH3:11])(=[O:3])[CH3:2]. Reactants: C(C)(=O)NC1C(=O)OCC1 (N-acetyl-2-aminobutyrolactone), CS (MeSH). Product: C(C)(=O)N[C@@H](CCSC)C(=O)O (N-acetylmethionine). Reported procedure: Subsequently the N-acetyl-2-aminobutyrolactone (1 eq) was reacted with various bases in MeSH to give N-acetylmethionine. A mixture of N-acetylaminolactone, base and MeSH (14 eq) was heated in a sealed autoclave. After cooling, expansion and removal of MeSH, the remaining oil was analysed by HPLC. Further details and the yield of N-acetyl-L-methionine achieved are listed in the table below: Starting materials: ClC1=CC=C(C=C1)C1=C(C(=C(S1)C(=O)N(C)OC)C1=CC=C(C=C1)S(N=CN(C)C)(=O)=O)C (5-(4-chlorophenyl)-3-(4-(N-((dimethylamino)methylene)sulfamoyl)phenyl)-N-methoxy-N,4-dimethylthiophene-2-carboxamide), ClC1=CC=C(C=C1)C1=C(C(=C(S1)C(=O)N(C)OC)C1=CC=C(C=C1)S(N=CN(C)C)(=O)=O)C (5-(4-chlorophenyl)-3-(4-(N-((dimethylamino)methylene)sulfamoyl)phenyl)-N-methoxy-N,4-dimethylthiophene-2-carboxamide), Grignard reagent, C1CCOC1 (THF). Conditions: temperature 72.5 celsius. The product is ClC1=CC=C(C=C1)C1=C(C(=C(S1)C(CC)=O)C1=CC=C(C=C1)S(=O)(=O)N)C (4-(5-(4-chlorophenyl)-4-methyl-2-propionylthiophen-3-yl)benzenesulfonamide). RXN SMILES: [Cl:1][C:2]1[CH:7]=[CH:6][C:5]([C:8]2[S:12][C:11]([C:13](N(OC)C)=[O:14])=[C:10]([C:19]3[CH:24]=[CH:23][C:22]([S:25](=[O:32])(=[O:31])[N:26]=CN(C)C)=[CH:21][CH:20]=3)[C:9]=2[CH3:33])=[CH:4][CH:3]=1.[CH2:34]1COC[CH2:35]1>>[Cl:1][C:2]1[CH:7]=[CH:6][C:5]([C:8]2[S:12][C:11]([C:13](=[O:14])[CH2:34][CH3:35])=[C:10]([C:19]3[CH:24]=[CH:23][C:22]([S:25]([NH2:26])(=[O:31])=[O:32])=[CH:21][CH:20]=3)[C:9]=2[CH3:33])=[CH:4][CH:3]=1. Procedure: To a stirred solution of 5-(4-chlorophenyl)-3-(4-(N-((dimethylamino)methylene)sulfamoyl)phenyl)-N-methoxy-N,4-dimethylthiophene-2-carboxamide (compound 1d, 2.3 g, 4.55 mmol) in anhydrous THF (40 ml) at 25° C., Grignard reagent (ethyl magnesium bromide, 3.04 g, 22.8 ml, 22.77 mmol) was added dropwise and the reaction mixture was heated at 70-75° C. for 1 hr. The progress of the reaction was monitored by TLC. After cooling the reaction mixture to 0° C., the reaction mixture was quenched by adding ... Reactants: C(C)OC(C(C(=O)OCC)C1(C(CCC1)C)[N+](=O)[O-])=O (diethyl(1-nitro-methyl-1-cyclopentyl)malonate), [N+](=O)([O-])CC1(CCCCC1)C(C(=O)OCC)C(=O)OCC (diethyl (1-nitromethyl-1-cyclohexyl)malonate), C(C)OC(C(C(=O)OCC)C1(C(CCC1)C)[N+](=O)[O-])=O (diethyl(1-nitro-methyl-1-cyclopentyl)malonate), [N+](=O)([O-])CC1(CCCCC1)C(C(=O)OCC)C(=O)OCC (diethyl (1-nitromethyl-1-cyclohexyl)malonate). Yields the product C(C)OC(C(C(=O)OCC)C1(CCC1)C[N+](=O)[O-])=O (Diethyl(1-nitromethyl-1-cyclobutyl)malonate). As a reaction SMILES: C(OC(=O)C(C1([N+]([O-])=O)CCCC1C)C(OCC)=O)C.[N+:21]([CH2:24][C:25]1([CH:31]([C:37]([O:39][CH2:40][CH3:41])=[O:38])[C:32]([O:34][CH2:35][CH3:36])=[O:33])[CH2:30][CH2:29][CH2:28]CC1)([O-:23])=[O:22]>>[CH2:40]([O:39][C:37](=[O:38])[CH:31]([C:25]1([CH2:24][N+:21]([O-:23])=[O:22])[CH2:30][CH2:29][CH2:28]1)[C:32]([O:34][CH2:35][CH3:36])=[O:33])[CH3:41]. Reported procedure: Using a similar procedure, diethyl(1-nitro-methyl-1-cyclopentyl)malonate (compound 64) (1H-NMR (CDCl3) δ ppm: 1.27 (6H, t, J=7 Hz), 1.6-2.0 (8H, m), 3.79 (1H, s), 4.20 (4H, q, J=7 Hz), 4.71 (2H, s)) and diethyl (1-nitromethyl-1-cyclohexyl)malonate (compound 65) (1H-NMR (CDCl3) δ ppm: 1.27 (6H, t, J=7 Hz), 1.4-1.8 (10H, m), 3.88 (1H, s), 4.20 (4H, q, J=7 Hz), 4.96 (2H, s) were obtained. The reactants are [BH3-]C#N, O=CCOCc1ccccc1, CO, Fc1cc(-n2ccc3cnc(Nc4ccc(C5COCCN5)cc4)nc32)cc(F)c1CN1CCOCC1, [Na+]. The product is Fc1cc(-n2ccc3cnc(Nc4ccc(C5COCCN5CCOCc5ccccc5)cc4)nc32)cc(F)c1CN1CCOCC1. Reaction SMILES: [C:51]([BH3-:52])#[N:53].[CH2:38]([c:39]1[cH:40][cH:41][cH:42][cH:43][cH:44]1)[O:45][CH2:46][CH:47]=[O:48].[CH3:49][OH:50].[F:1][c:2]1[cH:3][c:4](-[n:16]2[cH:17][cH:18][c:19]3[c:20]2[n:21][c:22]([NH:25][c:26]2[cH:27][cH:28][c:29]([CH:32]4[CH2:33][O:34][CH2:35][CH2:36][NH:37]4)[cH:30][cH:31]2)[n:23][cH:24]3)[cH:5][c:6]([F:15])[c:7]1[CH2:8][N:9]1[CH2:10][CH2:11][O:12][CH2:13][CH2:14]1.[Na+:54]>>[F:1][c:2]1[cH:3][c:4](-[n:16]2[cH:17][cH:18][c:19]3[c:20]2[n:21][c:22]([NH:25][c:26]2[cH:27][cH:28][c:29]([CH:32]4[CH2:33][O:34][CH2:35][CH2:36][N:37]4[CH2:47][CH2:46][O:45][CH2:38][c:39]4[cH:40][cH:41][cH:42][cH:43][cH:44]4)[cH:30][cH:31]2)[n:23][cH:24]3)[cH:5][c:6]([F:15])[c:7]1[CH2:8][N:9]1[CH2:10][CH2:11][O:12][CH2:13][CH2:14]1.